This data is from the Open Reaction Database (ORD), a public repository of structured organic reaction records. The task is: describe an organic reaction: reactants, conditions, products, and yield Reactants: C=O (formaldehyde), C(C)(C)(C)OC(CC(C=O)NC([C@H]1N(CC(C1)OCC1=CC=CC=C1)C([C@@H](NC([C@@H](NC(C)=O)CC1=CC=C(C=C1)O)=O)C(C)C)=O)=O)=NNC(=O)N (N—(N-Acetyl-tyrosinyl-valinyl-(4-benzyloxyprolinyl))-3-amino-4-oxobutanoic acid tert-butyl ester semicarbazone), FC(C(=O)O)(F)F (trifluoroacetic acid), mixture, CO (methanol). Run in C(C)(=O)O (acetic acid), ClCCl (dichloromethane). Conditions: time 3 hour. Product: C(C)(=O)N[C@@H](CC1=CC=C(C=C1)O)C(=O)N[C@@H](C(C)C)C(=O)N1[C@H](C(=O)NC(CC(=O)O)C=O)CC(C1)OCC1=CC=CC=C1 (N—(N-Acetyl-tyrosinyl-valinyl-(4-benzyloxyprolinyl))-3-amino-4-oxobutanoic Acid). As a reaction SMILES: C(OC(=NNC(N)=O)C[CH:8]([NH:11][C:12](=[O:48])[C@@H:13]1[CH2:17][CH:16]([O:18][CH2:19][C:20]2[CH:25]=[CH:24][CH:23]=[CH:22][CH:21]=2)[CH2:15][N:14]1[C:26](=[O:47])[C@H:27]([CH:44]([CH3:46])[CH3:45])[NH:28][C:29](=[O:43])[C@H:30]([CH2:35][C:36]1[CH:41]=[CH:40][C:39]([OH:42])=[CH:38][CH:37]=1)[NH:31][C:32](=[O:34])[CH3:33])[CH:9]=[O:10])(C)(C)C.F[C:55](F)(F)[C:56]([OH:58])=[O:57].CO.C=O>ClCCl.C(O)(=O)C>[C:32]([NH:31][C@H:30]([C:29]([NH:28][C@H:27]([C:26]([N:14]1[CH2:15][CH:16]([O:18][CH2:19][C:20]2[CH:25]=[CH:24][CH:23]=[CH:22][CH:21]=2)[CH2:17][C@H:13]1[C:12]([NH:11][CH:8]([CH:9]=[O:10])[CH2:55][C:56]([OH:58])=[O:57])=[O:48])=[O:47])[CH:44]([CH3:45])[CH3:46])=[O:43])[CH2:35][C:36]1[CH:37]=[CH:38][C:39]([OH:42])=[CH:40][CH:41]=1)(=[O:34])[CH3:33]. Reported procedure: N—(N-Acetyl-tyrosinyl-valinyl-(4-benzyloxyprolinyl))-3-amino-4-oxobutanoic acid tert-butyl ester semicarbazone (270 mg) was dissolved into 10 ml of 25% trifluoroacetic acid in dichloromethane and stirred at room temperature for 3 hours. The mixture was concentrated to give a solid residue. The residue was dissolved into a 10 ml mixture of methanol:acetic acid: 37% formaldehyde (3:1:1) and stirred at room temperature for 1 hour. The mixture was concentrated and the resulting residue purified by f... Starting materials: O=C([O-])[O-], CO, COC(=O)c1ccc(SC)c(OC2CCCC2)c1, [K+], [K+], O. Product: CSc1ccc(C(=O)O)cc1OC1CCCC1. As a reaction SMILES: [C:20](=[O:21])([O-:22])[O-:23].[CH3:26][OH:27].[CH:1]1([O:6][c:7]2[cH:8][c:9]([C:10](=[O:11])[O:12][CH3:13])[cH:14][cH:15][c:16]2[S:17][CH3:18])[CH2:2][CH2:3][CH2:4][CH2:5]1.[K+:24].[K+:25].[OH2:19]>>[CH:1]1([O:6][c:7]2[cH:8][c:9]([C:10](=[O:11])[OH:12])[cH:14][cH:15][c:16]2[S:17][CH3:18])[CH2:2][CH2:3][CH2:4][CH2:5]1. Reactants: Cl.Cl.C1(=CC=CC=C1)CN1CCNNCC1 (hexahydro-5-(phenylmethyl)-1H-1,2,5-triazepine dihydrochloride), FC1=C(C=CC=C1)[N+](=O)[O-] (1-fluoro-2-nitrobenzene), C(C)(C)N(C(C)C)CC (N,N-diisopropylethylamine). Solvent: CN(C=O)C (N,N-dimethylformamide). Product: [N+](=O)([O-])C1=C(C=CC=C1)N1NCCN(CC1)CC1=CC=CC=C1 (Hexahydro-1-(2-Nitrophenyl)-5-(Phenylmethyl)-1H-1,2,5-Triazepine). Reaction SMILES: Cl.Cl.[C:3]1([CH2:9][N:10]2[CH2:16][CH2:15][NH:14][NH:13][CH2:12][CH2:11]2)[CH:8]=[CH:7][CH:6]=[CH:5][CH:4]=1.F[C:18]1[CH:23]=[CH:22][CH:21]=[CH:20][C:19]=1[N+:24]([O-:26])=[O:25].C(N(CC)C(C)C)(C)C>CN(C)C=O>[N+:24]([C:19]1[CH:20]=[CH:21][CH:22]=[CH:23][C:18]=1[N:14]1[CH2:15][CH2:16][N:10]([CH2:9][C:3]2[CH:4]=[CH:5][CH:6]=[CH:7][CH:8]=2)[CH2:11][CH2:12][NH:13]1)([O-:26])=[O:25] |f:0.1.2|. Reported procedure: A mixture of hexahydro-5-(phenylmethyl)-1H-1,2,5-triazepine dihydrochloride (35.0 g), 1-fluoro-2-nitrobenzene (21 ml), N,N-diisopropylethylamine (81 ml) in N,N-dimethylformamide (400 ml) was stirred and heated at 75°-80° (under reflux) under ntirogen for 5 hours. The solution was evaporated to a syrup under oil pump vacuum and the residue was mixed with chloroform and dilute sodium hydroxide. The aqueous phase was extracted several times with chloroform. The combined extracts were dried (MgSO4) ...